This data is from the Open Reaction Database (ORD), a public repository of structured organic reaction records. The task is: describe an organic reaction: reactants, conditions, products, and yield Reactants: Brc1ccco1, COCCOC, CCO, [Na+], [Na+], O=C([O-])[O-], O, Cc1ccc(B(O)O)cc1, c1ccc(P(c2ccccc2)(c2ccccc2)[Pd](P(c2ccccc2)(c2ccccc2)c2ccccc2)(P(c2ccccc2)(c2ccccc2)c2ccccc2)P(c2ccccc2)(c2ccccc2)c2ccccc2)cc1. Yields the product Cc1ccc(-c2ccco2)cc1. As a reaction SMILES: [Br:11][c:12]1[o:13][cH:14][cH:15][cH:16]1.[CH2:17]([CH2:18][O:19][CH3:20])[O:21][CH3:22].[CH3:107][CH2:108][OH:109].[Na+:23].[Na+:24].[O-:25][C:26](=[O:27])[O-:28].[OH2:106].[c:1]1([CH3:10])[cH:2][cH:3][c:4]([B:7]([OH:8])[OH:9])[cH:5][cH:6]1.[cH:29]1[cH:30][cH:31][c:32]([P:33]([Pd:34]([P:35]([c:36]2[cH:37][cH:38][cH:39][cH:40][cH:41]2)([c:42]2[cH:43][cH:44][cH:45][cH:46][cH:47]2)[c:48]2[cH:49][cH:50][cH:51][cH:52][cH:53]2)([P:54]([c:55]2[cH:56][cH:57][cH:58][cH:59][cH:60]2)([c:61]2[cH:62][cH:63][cH:64][cH:65][cH:66]2)[c:67]2[cH:68][cH:69][cH:70][cH:71][cH:72]2)[P:73]([c:74]2[cH:75][cH:76][cH:77][cH:78][cH:79]2)([c:80]2[cH:81][cH:82][cH:83][cH:84][cH:85]2)[c:86]2[cH:87][cH:88][cH:89][cH:90][cH:91]2)([c:92]2[cH:93][cH:94][cH:95][cH:96][cH:97]2)[c:98]2[cH:99][cH:100][cH:101][cH:102][cH:103]2)[cH:104][cH:105]1>>[c:1]1([CH3:10])[cH:2][cH:3][c:4](-[c:12]2[o:13][cH:14][cH:15][cH:16]2)[cH:5][cH:6]1. Starting materials: OC=1C=C(C=CC1)C(C)NC(OC(C)(C)C)=O (tert-Butyl [1-(3-hydroxyphenyl)ethyl]carbamate), ClC=1C=CC(=C(C#N)C1)F (5-chloro-2-fluorobenzonitrile), C([O-])([O-])=O.[Cs+].[Cs+] (cesium carbonate). The solvent is C(C)#N (acetonitrile), C(C)(=O)OCC (ethyl acetate). Conditions: temperature 100 celsius. Product: C(C)(C)(C)OC(NC(C)C1=CC(=CC=C1)OC1=C(C=C(C=C1)Cl)C#N)=O (tert-butyl{1-[3-(4-chloro-2-cyanophenoxy)phenyl]ethyl}carbamate). Isolated yield 97.5%. Reaction SMILES: [OH:1][C:2]1[CH:3]=[C:4]([CH:8]([NH:10][C:11](=[O:17])[O:12][C:13]([CH3:16])([CH3:15])[CH3:14])[CH3:9])[CH:5]=[CH:6][CH:7]=1.[Cl:18][C:19]1[CH:20]=[CH:21][C:22](F)=[C:23]([CH:26]=1)[C:24]#[N:25].C(=O)([O-])[O-].[Cs+].[Cs+]>C(#N)C.C(OCC)(=O)C>[C:13]([O:12][C:11](=[O:17])[NH:10][CH:8]([C:4]1[CH:5]=[CH:6][CH:7]=[C:2]([O:1][C:22]2[CH:21]=[CH:20][C:19]([Cl:18])=[CH:26][C:23]=2[C:24]#[N:25])[CH:3]=1)[CH3:9])([CH3:16])([CH3:15])[CH3:14] |f:2.3.4|. Procedure details: tert-Butyl [1-(3-hydroxyphenyl)ethyl]carbamate (0.025 g, 0.11 mmol) was dissolved in acetonitrile (1.0 mL) with 5-chloro-2-fluorobenzonitrile (Aldrich, Cat. #548693) (0.034 g, 0.22 mmol) and cesium carbonate (0.073 g, 0.22 mmol) in a sealed tube. The reaction was heated to 100° C. for 2 h. and was complete. The reaction was taken up in ethyl acetate, filtered and concentrated under reduced pressure to give crude tert-butyl{1-[3-(4-chloro-2-cyanophenoxy)phenyl]ethyl}carbamate (0.040 g) as a clear... The reactants are CC(=O)O, O=[N+]([O-])O, Cc1nc(O)cc(O)n1. Product: Cc1nc(O)c([N+](=O)[O-])c(O)n1. Reaction SMILES: [CH3:14][C:15](=[O:16])[OH:17].[OH:1][N+:2]([O-:3])=[O:4].[OH:5][c:6]1[n:7][c:8]([CH3:13])[n:9][c:10]([OH:12])[cH:11]1>>[O-:1][N+:2](=[O:4])[c:11]1[c:6]([OH:5])[n:7][c:8]([CH3:13])[n:9][c:10]1[OH:12]. Reactants: CCOP(=O)(C#N)OCC, ClCCl, CN1CCOCC1, O=C(O)c1ccc(I)cc1, CC(C)(C)NS(=O)(=O)c1cccc2c(NCCCN)nsc12. The product is CC(C)(C)NS(=O)(=O)c1cccc2c(NCCCNC(=O)c3ccc(I)cc3)nsc12. RXN SMILES: [C:11]([P:12](=[O:13])([O:14][CH2:15][CH3:16])[O:17][CH2:18][CH3:19])#[N:20].[CH2:50]([Cl:51])[Cl:52].[CH3:21][N:22]1[CH2:23][CH2:24][O:25][CH2:26][CH2:27]1.[I:1][c:2]1[cH:3][cH:4][c:5]([C:6](=[O:7])[OH:8])[cH:9][cH:10]1.[NH2:28][CH2:29][CH2:30][CH2:31][NH:32][c:33]1[n:34][s:35][c:36]2[c:37]1[cH:38][cH:39][cH:40][c:41]2[S:42](=[O:43])(=[O:44])[NH:45][C:46]([CH3:47])([CH3:48])[CH3:49]>>[I:1][c:2]1[cH:3][cH:4][c:5]([C:6](=[O:8])[NH:28][CH2:29][CH2:30][CH2:31][NH:32][c:33]2[n:34][s:35][c:36]3[c:37]2[cH:38][cH:39][cH:40][c:41]3[S:42](=[O:43])(=[O:44])[NH:45][C:46]([CH3:47])([CH3:48])[CH3:49])[cH:9][cH:10]1. Starting materials: Brc1ccc2c(Br)cncc2c1, COCCOC, CCOC(C)=O, [Na+], [Na+], O=C([O-])[O-], OB(O)c1ccccc1, [Pd], c1ccc(P(c2ccccc2)c2ccccc2)cc1, c1ccc(P(c2ccccc2)c2ccccc2)cc1, c1ccc(P(c2ccccc2)c2ccccc2)cc1, c1ccc(P(c2ccccc2)c2ccccc2)cc1. The product is Brc1cncc2cc(-c3ccccc3)ccc12. As a reaction SMILES: [Br:1][c:2]1[cH:3][n:4][cH:5][c:6]2[cH:7][c:8]([Br:12])[cH:9][cH:10][c:11]12.[CH3:28][O:29][CH2:30][CH2:31][O:32][CH3:33].[CH3:34][CH2:35][O:36][C:37](=[O:38])[CH3:39].[Na+:22].[Na+:23].[O-:24][C:25](=[O:26])[O-:27].[OH:13][B:14]([OH:15])[c:16]1[cH:17][cH:18][cH:19][cH:20][cH:21]1.[Pd:40].[c:41]1([P:42]([c:43]2[cH:44][cH:45][cH:46][cH:47][cH:48]2)[c:49]2[cH:50][cH:51][cH:52][cH:53][cH:54]2)[cH:55][cH:56][cH:57][cH:58][cH:59]1.[c:60]1([P:61]([c:62]2[cH:63][cH:64][cH:65][cH:66][cH:67]2)[c:68]2[cH:69][cH:70][cH:71][cH:72][cH:73]2)[cH:74][cH:75][cH:76][cH:77][cH:78]1.[c:79]1([P:80]([c:81]2[cH:82][cH:83][cH:84][cH:85][cH:86]2)[c:87]2[cH:88][cH:89][cH:90][cH:91][cH:92]2)[cH:93][cH:94][cH:95][cH:96][cH:97]1.[c:98]1([P:99]([c:100]2[cH:101][cH:102][cH:103][cH:104][cH:105]2)[c:106]2[cH:107][cH:108][cH:109][cH:110][cH:111]2)[cH:112][cH:113][cH:114][cH:115][cH:116]1>>[Br:1][c:2]1[cH:3][n:4][cH:5][c:6]2[cH:7][c:8](-[c:16]3[cH:17][cH:18][cH:19][cH:20][cH:21]3)[cH:9][cH:10][c:11]12.